Dataset: the Open Reaction Database (ORD), a public repository of structured organic reaction records. Task: describe an organic reaction: reactants, conditions, products, and yield Starting materials: Cl.N1C=NC(=C1)CN1CCN(CC2=C1C=CC(=C2)C2=CC=CC=C2)C(=O)C2=CC=CC1=CC=CC=C21 (2,3,4,5-Tetrahydro-1-(1H-imidazol-4-ylmethyl)-4-(1-naphthalenylcarbonyl)-7-phenyl-1H-1,4-benzodiazepine, hydrochloride), C(=O)([O-])[O-].[K+].[K+] (K2CO3), BrC(C(=O)OC)C1=CC=CC=C1 (methyl bromophenylacetate). The solvent is CO (MeOH). Reaction conditions: time 18 hour. Yields the product C1(=CC=CC=C1)C(C(=O)OC)N1CCNC2=C(C1)C=C(C=C2)C2=CC=CC=C2 (1,2,3,5-tetrahydro-a,7-diphenyl-4H-1,4-benzodiazepine-4-acetic acid, methyl ester). Isolated yield 59.1%. As a reaction SMILES: Cl.N1C=C(C[N:8]2[C:14]3[CH:15]=[CH:16][C:17]([C:19]4[CH:24]=[CH:23][CH:22]=[CH:21][CH:20]=4)=[CH:18][C:13]=3[CH2:12][N:11](C(C3C4C(=CC=CC=4)C=CC=3)=O)[CH2:10][CH2:9]2)N=C1.C([O-])([O-])=O.[K+].[K+].Br[CH:44]([C:49]1[CH:54]=[CH:53][CH:52]=[CH:51][CH:50]=1)[C:45]([O:47][CH3:48])=[O:46]>CO>[C:49]1([CH:44]([N:11]2[CH2:12][C:13]3[CH:18]=[C:17]([C:19]4[CH:24]=[CH:23][CH:22]=[CH:21][CH:20]=4)[CH:16]=[CH:15][C:14]=3[NH:8][CH2:9][CH2:10]2)[C:45]([O:47][CH3:48])=[O:46])[CH:54]=[CH:53][CH:52]=[CH:51][CH:50]=1 |f:0.1,2.3.4|. Procedure: To a stirred suspension of Compound B of Example 12 (220 mg, 1.0 mmol) in MeOH in the presence of solid K2CO3 at room temperature under argon was added methyl bromophenylacetate (0.18 mL, 1.1 mmol). The mixture was stirred for 18 h, the solvent was removed, and the residue was purified by flash column chromatography (3:2, hexanes and ethyl acetate) to give 1,2,3,5-tetrahydro-a,7-diphenyl-4H-1,4-benzodiazepine-4-acetic acid, methyl ester as an oil (220 mg, 63%). This material was reacted as descr... Reactants: COC1=CC=C2C=C(C=NC2=C1)C(=O)OCC (ethyl 7-methoxyquinoline-3-carboxylate), Br (HBr). Solvent: CC(=O)O (HOAc), O (H2O). Conditions: time 2 hour. Product: OC1=CC=C2C=C(C=NC2=C1)C(=O)O (7-hydroxyquinoline-3-carboxylic acid). Reaction SMILES: C[O:2][C:3]1[CH:12]=[C:11]2[C:6]([CH:7]=[C:8]([C:13]([O:15]CC)=[O:14])[CH:9]=[N:10]2)=[CH:5][CH:4]=1.Br>O.CC(O)=O>[OH:2][C:3]1[CH:12]=[C:11]2[C:6]([CH:7]=[C:8]([C:13]([OH:15])=[O:14])[CH:9]=[N:10]2)=[CH:5][CH:4]=1. Reported procedure: According to Scheme A, ethyl 4-hydroxy-7-methoxyquinoline-3-carboxylate (VIII) is obtained in four steps from commercially available synthetically accessible m-anisidine (II). m-Anisidine is combined with diethyl ethoxymethylenemalonate at temperatures ranging from 100° C. to about 125° C., preferably 125° C. for a period of 1 to 5 h, preferably about 3 h to provide diethyl 2-(((3-methoxyphenyl)amino)methylene)malonate. Ethyl 4-hydroxy-7-methoxyquinoline-3-carboxylate (III) is obtained by heatin... The reactants are C(C1=CC=CC=C1)(=O)N[C@H](CCC(=O)O)C(=O)O ((R)-(+)-N-benzoylglutamic acid), C(C)(=O)O (acetic acid), C1(CCCC2=CC=CC=C12)N (racemic 1,2,3,4-tetrahydro-1-naphthylamine). Run in O (water). Conditions: temperature 55 celsius. Yields the product C(C1=CC=CC=C1)(=O)N[C@H](CCC(=O)O)C(=O)O.[C@@H]1(CCCC2=CC=CC=C12)N ((S)-1,2,3,4-Tetrahydro-1-naphthylamine N-Benzoyl-(R)-glutamic Acid Salt). Reaction SMILES: [C:1]([NH:9][C@@H:10]([C:16]([OH:18])=[O:17])[CH2:11][CH2:12][C:13]([OH:15])=[O:14])(=[O:8])[C:2]1[CH:7]=[CH:6][CH:5]=[CH:4][CH:3]=1.C(O)(=O)C.[CH:23]1([NH2:33])[C:32]2[C:27](=[CH:28][CH:29]=[CH:30][CH:31]=2)[CH2:26][CH2:25][CH2:24]1>O>[C:1]([NH:9][C@@H:10]([C:16]([OH:18])=[O:17])[CH2:11][CH2:12][C:13]([OH:15])=[O:14])(=[O:8])[C:2]1[CH:3]=[CH:4][CH:5]=[CH:6][CH:7]=1.[C@@H:23]1([NH2:33])[C:32]2[C:27](=[CH:28][CH:29]=[CH:30][CH:31]=2)[CH2:26][CH2:25][CH2:24]1 |f:4.5|. Procedure: A stirred mixture of 284 grams (1.13 moles) of (R)-(+)-N-benzoylglutamic acid, 136 grams (2.26 moles) of acetic acid, and 2 liters of water is heated to 55° C. to give a solution. To this stirred solution is added 333 grams (2.26 moles) of racemic 1,2,3,4-tetrahydro-1-naphthylamine. The reactants are O[C@@H]1CN(CC1)C ((S)-(+)-3-Hydroxy-N-methylpyrrolidine), CN1CCOCC1 (NMM), ClC(=O)OC1=CC=C(C=C1)[N+](=O)[O-] (4-nitrophenyl chloroformate), Cl.Cl.CC1=CC=C(C=C1)N1CCNCC1 (4-(4-methylphenyl)piperazine dihydrochloride), CCN(C(C)C)C(C)C (DIPEA). The solvent is C(Cl)Cl (DCM), CN(C)C=O (DMF). Run at temperature 0 celsius, time 30 minute. Yields the product CN1C[C@H](CC1)OC(=O)N1CCN(CC1)C1=CC=C(C=C1)C ([(3S)-1-methylpyrrolidin-3-yl]-4-(4-methylphenyl)-piperazine-1-carboxylate). Isolated yield 13.4%. Reaction SMILES: [OH:1][C@H:2]1[CH2:6][CH2:5][N:4]([CH3:7])[CH2:3]1.CN1CC[O:12][CH2:11]C1.ClC(OC1C=CC([N+]([O-])=O)=CC=1)=O.Cl.Cl.[CH3:30][C:31]1[CH:36]=[CH:35][C:34]([N:37]2[CH2:42][CH2:41][NH:40][CH2:39][CH2:38]2)=[CH:33][CH:32]=1.CCN(C(C)C)C(C)C>C(Cl)Cl.CN(C=O)C>[CH3:7][N:4]1[CH2:5][CH2:6][C@H:2]([O:1][C:11]([N:40]2[CH2:41][CH2:42][N:37]([C:34]3[CH:33]=[CH:32][C:31]([CH3:30])=[CH:36][CH:35]=3)[CH2:38][CH2:39]2)=[O:12])[CH2:3]1 |f:3.4.5|. Procedure: (S)-(+)-3-Hydroxy-N-methylpyrrolidine (1.51 g, 14.9 mmol) was dissolved in DCM (20 mL) and cooled to 0° C. NMM (1.70 mL, 15.5 mmol) and 4-nitrophenyl chloroformate (3.16 g, 15.7 mmol) were added. The reaction mixture was stirred at 0° C. for 30 minutes and then a solution of 4-(4-methylphenyl)piperazine dihydrochloride (3.71 g, 14.9 mmol) and DIPEA (7.40 mL, 44.7 mmol) in DMF (20 mL) was added. The reaction mixture was stirred at room temperature for 3 hours and then concentrated in vacuo. The r... The reactants are Oc1ccc(NCCCCCCCCBr)cc1, N#C[Na]. Yields the product N#CCCCCCCCCNc1ccc(O)cc1. RXN SMILES: [Br:1][CH2:2][CH2:3][CH2:4][CH2:5][CH2:6][CH2:7][CH2:8][CH2:9][NH:10][c:11]1[cH:12][cH:13][c:14]([OH:17])[cH:15][cH:16]1.[Na:18][C:19]#[N:20]>>[CH2:2]([CH2:3][CH2:4][CH2:5][CH2:6][CH2:7][CH2:8][CH2:9][NH:10][c:11]1[cH:12][cH:13][c:14]([OH:17])[cH:15][cH:16]1)[C:19]#[N:20].